This data is from the Open Reaction Database (ORD), a public repository of structured organic reaction records. The task is: describe an organic reaction: reactants, conditions, products, and yield As a reaction SMILES: [CH3:21][c:22]1[cH:23][cH:24][cH:25][cH:26][cH:27]1.[CH3:2][O:3][C:4]([CH:5]([NH2:6])[CH:7]([CH3:8])[CH3:9])=[O:10].[Cl:17][C:18]([Cl:19])=[O:20].[Cl:29][CH2:30][Cl:31].[ClH:1].[ClH:28].[cH:11]1[cH:12][cH:13][n:14][cH:15][cH:16]1>>[CH3:2][O:3][C:4]([CH:5]([N:6]=[C:18]=[O:20])[CH:7]([CH3:8])[CH3:9])=[O:10]. The product is COC(=O)C(N=C=O)C(C)C. The reactants are Cc1ccccc1, COC(=O)C(N)C(C)C, O=C(Cl)Cl, ClCCl, Cl, Cl, c1ccncc1.